From a dataset of the Open Reaction Database (ORD), a public repository of structured organic reaction records. describe an organic reaction: reactants, conditions, products, and yield Run in O (water). Procedure details: A mixture consisting of 188 gm of ethylene bromide, 383 gm of 3-chloro-aniline and 300 gm of sodium carbonate was stirred at 140° C. for five hours. Thereafter, the reaction mixture was cooled to about 80° C., and by addition of water the inorganic substances were caused to go into solution. The mixture was then extracted with ethyl acetate, the organic extract was dried over sodium sulfate, and the solvent as well as unreacted 3-chloroaniline were distilled off in vacuo, leaving 205 gm (76% of ... The product is ClC=1C=C(C=CC1)NCCNC1=CC(=CC=C1)Cl (N,N'-bis-(3-chlorophenyl)-ethylenediamine). As a reaction SMILES: [CH2:1](Br)[CH2:2]Br.[Cl:5][C:6]1[CH:7]=[C:8]([CH:10]=[CH:11][CH:12]=1)[NH2:9].C(=O)([O-])[O-].[Na+].[Na+]>O>[Cl:5][C:6]1[CH:7]=[C:8]([NH:9][CH2:10][CH2:8][NH:9][C:2]2[CH:1]=[CH:11][CH:12]=[C:6]([Cl:5])[CH:7]=2)[CH:10]=[CH:11][CH:12]=1 |f:2.3.4|. The reactants are C(CBr)Br (ethylene bromide), ClC=1C=C(N)C=CC1 (3-chloro-aniline), C([O-])([O-])=O.[Na+].[Na+] (sodium carbonate). Conditions: temperature 140 celsius, time 5 hour. The yield is 72.9%.